This data is from the Open Reaction Database (ORD), a public repository of structured organic reaction records. The task is: describe an organic reaction: reactants, conditions, products, and yield The reactants are NC=1C=C2C=3CC(CCC3NC2=CC1)N(C)C (6-amino-3-(dimethyl)amino-1,2,3,4-tetrahydro-9H-carbazole), FC=1C=C(C(=O)Cl)C=CC1F (3,4-difluorobenzoyl chloride). The product is FC=1C=C(C(=O)NC=2C=C3C=4CC(CCC4NC3=CC2)N(C)C)C=CC1F (6-(3,4-difluorobenzoyl)amino-3-(dimethyl)amino-1,2,3,4-tetrahydro-9H-carbazole). Isolated yield 42.4%. RXN SMILES: [NH2:1][C:2]1[CH:3]=[C:4]2[C:12](=[CH:13][CH:14]=1)[NH:11][C:10]1[CH2:9][CH2:8][CH:7]([N:15]([CH3:17])[CH3:16])[CH2:6][C:5]2=1.[F:18][C:19]1[CH:20]=[C:21]([CH:25]=[CH:26][C:27]=1[F:28])[C:22](Cl)=[O:23]>>[F:18][C:19]1[CH:20]=[C:21]([CH:25]=[CH:26][C:27]=1[F:28])[C:22]([NH:1][C:2]1[CH:3]=[C:4]2[C:12](=[CH:13][CH:14]=1)[NH:11][C:10]1[CH2:9][CH2:8][CH:7]([N:15]([CH3:17])[CH3:16])[CH2:6][C:5]2=1)=[O:23]. Procedure: Beginning with 10.4 mg (0.046 mMol) 6-amino-3-(dimethyl)amino-1,2,3,4-tetrahydro-9H-carbazole and 8.6 μL (0.051 mMol) 3,4-difluorobenzoyl chloride, 7.2 mg (42%) of the title compound were recovered as a beige solid. Starting materials: Cl.O1CCN(CC1)CCCCC(=O)O (5-morpholinopentanoic acid hydrochloride), CC1(OC2[C@H](O[C@H](C2O1)N3C=C(C(=O)NC3=O)F)CO)C (2',3'-O-isopropylidene-5-fluorouridine). Run in N1=CC=CC=C1 (pyridine). Conditions: time 15 minute. Yields the product O1CCN(CC1)CCCCC(=O)OC[C@@H]1[C@H]([C@H]([C@@H](O1)N1C(=O)NC(=O)C(=C1)F)O)O (5'-O-(5-morpholinopentanoyl)-5-fluorouridine). As a reaction SMILES: Cl.[O:2]1[CH2:7][CH2:6][N:5]([CH2:8][CH2:9][CH2:10][CH2:11][C:12]([OH:14])=[O:13])[CH2:4][CH2:3]1.CC1(C)[O:23][CH:22]2[CH:18]([C@@H:19]([CH2:33]O)[O:20][C@H:21]2[N:24]2[C:30](=[O:31])[NH:29][C:27](=[O:28])[C:26]([F:32])=[CH:25]2)[O:17]1>N1C=CC=CC=1>[O:2]1[CH2:3][CH2:4][N:5]([CH2:8][CH2:9][CH2:10][CH2:11][C:12]([O:14][CH2:33][C@H:19]2[O:20][C@@H:21]([N:24]3[CH:25]=[C:26]([F:32])[C:27](=[O:28])[NH:29][C:30]3=[O:31])[C@H:22]([OH:23])[C@@H:18]2[OH:17])=[O:13])[CH2:6][CH2:7]1 |f:0.1|. Procedure: To a solution of 2.96 g (13.2 m-mol) of 5-morpholinopentanoic acid hydrochloride in pyridine (30 ml) was added 4.2 g (13.9 m-mol) of TPS, and the mixture was stirred for 15 minutes at room temperature. To this solution was added 2.00 g (6.62 m-mol) of 2',3'-O-isopropylidene-5-fluorouridine, and the mixture was stirred for 18 hours at room temperature. The reaction liquid was concentrated under reduced pressure and the residue was distributed in chloroform (50 ml) and an 8% aqueous solution of po... The reactants are C(=CCCCC)C=1C(=NNC1)C=1C=NC=CC1 (3-(4-Hex-1-enyl-1H-pyrazol-3-yl)-pyridine), 22A, title compound 47A, CSC=1C(=NNC1)C=1C=NC=CC1 (3-(4-methylsulfanyl-1H-pyrazol-3-yl)-pyridine). Run in C(C)OCC (diethyl ether). The product is C(=CCCCC)C=1C(=NNC1)C=1CN(CCC1)C (3-(4-Hex-1-enyl-1H-pyrazol-3-yl)-1,2,5,6-tetrahydro-1-methylpyridine). Reaction SMILES: [CH:1]([C:7]1[C:8]([C:12]2[CH:13]=[N:14][CH:15]=[CH:16][CH:17]=2)=[N:9][NH:10][CH:11]=1)=[CH:2][CH2:3][CH2:4][CH2:5][CH3:6].[CH3:18]SC1C(C2C=NC=CC=2)=NNC=1>C(OCC)C>[CH:1]([C:7]1[C:8]([C:12]2[CH2:13][N:14]([CH3:18])[CH2:15][CH2:16][CH:17]=2)=[N:9][NH:10][CH:11]=1)=[CH:2][CH2:3][CH2:4][CH2:5][CH3:6]. Procedure: Compound 46A (0.34 g, 0.97 mmol), 0.7 g of KOH and 1 ml of NH2NH2.H2O were combined in diethylene glycol (10 ml) and warmed to reflux for 1 hour under N2. The mixture was cooled, concentrated and redissolved in MeOH. Filtration over 25 g of SCX-2 (MeOH followed by 1 N NH3/MeOH) and subsequent purification by flash chromatography (ethyl acetate) afforded 3-(4-hex-1-enyl-1H-pyrazol-3-yl)-pyridine (the deprotected analog of 46A). Yield 0.18 g (86%). (TLC diethyl ether Rf 0.18). 3-(4-Hex-1-enyl-1H-p... Reactants: CN(C)C=O, [Na+], [OH-], O, O=S(Cl)Cl, O=C(O)C(c1ccsc1)S(=O)(=O)O. Product: O=C(Cl)C(c1ccsc1)S(=O)(=O)O. As a reaction SMILES: [CH3:21][N:22]([CH3:23])[CH:24]=[O:25].[Na+:3].[OH-:2].[OH2:1].[S:17]([Cl:18])([Cl:19])=[O:20].[S:4](=[O:5])(=[O:6])([OH:7])[CH:8]([C:9](=[O:10])[OH:11])[c:12]1[cH:13][s:14][cH:15][cH:16]1>>[S:4](=[O:5])(=[O:6])([OH:7])[CH:8]([C:9](=[O:10])[Cl:19])[c:12]1[cH:13][s:14][cH:15][cH:16]1. The reactants are Cl, CC(C)(C)OC(=O)NCCCOc1c(-c2ccccc2)[nH]c(=O)c2cc(F)ccc12, C1COCCO1. Product: Cl, NCCCOc1c(-c2ccccc2)[nH]c(=O)c2cc(F)ccc12. Reaction SMILES: [ClH:31].[F:1][c:2]1[cH:3][cH:4][c:5]2[c:6]([O:19][CH2:20][CH2:21][CH2:22][NH:23][C:24](=[O:25])[O:26][C:27]([CH3:28])([CH3:29])[CH3:30])[c:7](-[c:13]3[cH:14][cH:15][cH:16][cH:17][cH:18]3)[nH:8][c:9](=[O:12])[c:10]2[cH:11]1.[O:32]1[CH2:33][CH2:34][O:35][CH2:36][CH2:37]1>>[ClH:31].[F:1][c:2]1[cH:3][cH:4][c:5]2[c:6]([O:19][CH2:20][CH2:21][CH2:22][NH2:23])[c:7](-[c:13]3[cH:14][cH:15][cH:16][cH:17][cH:18]3)[nH:8][c:9](=[O:12])[c:10]2[cH:11]1. Starting materials: C1[C@@H](C2=CC=CC=C2)O1 ((R)-styrene oxide), ClCCCl (1,2-dichloroethane), [C-]#N.[K+] (potassium cyanide). RXN SMILES: [CH2:1]1[O:9][C@@H:2]1[C:3]1[CH:8]=[CH:7][CH:6]=[CH:5][CH:4]=1.ClCCCl.[C-:14]#[N:15].[K+]>[Br-].C([N+](CCCC)(CCCC)CCCC)CCC.[OH-].[K+]>[C:3]1([C@@H:2]([OH:9])[CH2:1][C:14]#[N:15])[CH:8]=[CH:7][CH:6]=[CH:5][CH:4]=1 |f:2.3,4.5,6.7|. The yield is 33.6%. Procedure: To a 250 round bottom flask were sequentially added 10.0 g of (R)-styrene oxide, 40 ml of 1,2-dichloroethane, 40 ml of 1N potassium hydroxide, 5.96 g of potassium cyanide and 267 mg of tetrabutylammonium bromide. The resulting mixture was heated at reflux for 6 hours. The reaction mixture was cooled and diluted with 1N potassium hydroxide, and extracted with diethyl ether. The ether extracts were combined and washed twice with a saturated sodium chloride solution. The organics layer was dried ov... Run in [OH-].[K+] (potassium hydroxide), [OH-].[K+] (potassium hydroxide). Reagents/catalysts: [Br-].C(CCC)[N+](CCCC)(CCCC)CCCC (tetrabutylammonium bromide). Product: C1(=CC=CC=C1)[C@H](CC#N)O ((S)-3-phenyl-3-hydroxypropanenitrile).